From a dataset of the Open Reaction Database (ORD), a public repository of structured organic reaction records. describe an organic reaction: reactants, conditions, products, and yield The reactants are ClC(Cl)Cl, OCc1ccc(C(F)(F)F)c(F)c1, O=S(Cl)Cl. Product: Fc1cc(CCl)ccc1C(F)(F)F. As a reaction SMILES: [CH:18]([Cl:19])([Cl:20])[Cl:21].[F:1][c:2]1[cH:3][c:4]([CH2:5][OH:6])[cH:7][cH:8][c:9]1[C:10]([F:11])([F:12])[F:13].[S:14]([Cl:15])([Cl:16])=[O:17]>>[F:1][c:2]1[cH:3][c:4]([CH2:5][Cl:16])[cH:7][cH:8][c:9]1[C:10]([F:11])([F:12])[F:13]. Reactants: imine, C(#N)[BH3-].[Na+] (sodium cyanoborohydride), FC=1C=C(C2=C(CCO2)C1)C(CC(C=O)(C(F)(F)F)O)(C)C (4-(2,3-dihydro-5-fluoro-7-benzofuranyl)-2-hydroxy-4-methyl-2-trifluoromethyl-pentanal), NC1=C2C=CC(NC2=CC=C1)=O (5-aminoquinolin-2[1H]-one). Yields the product FC=1C=C(C2=C(CCO2)C1)C(CC(CNC1=C2C=CC(NC2=CC=C1)=O)(C(F)(F)F)O)(C)C (5-[4-(2,3-Dihydro-5-fluoro-7-benzofuranyl)-2-hydroxy-4-methyl-2-trifluoromethyl-pentylamino]quinolin-2[1H]-one). Reaction SMILES: [F:1][C:2]1[CH:3]=[C:4]([C:11]([CH3:22])([CH3:21])[CH2:12][C:13]([OH:20])([C:16]([F:19])([F:18])[F:17])[CH:14]=O)[C:5]2[O:9][CH2:8][CH2:7][C:6]=2[CH:10]=1.[NH2:23][C:24]1[CH:33]=[CH:32][CH:31]=[C:30]2[C:25]=1[CH:26]=[CH:27][C:28](=[O:34])[NH:29]2.C([BH3-])#N.[Na+]>>[F:1][C:2]1[CH:3]=[C:4]([C:11]([CH3:22])([CH3:21])[CH2:12][C:13]([OH:20])([C:16]([F:17])([F:18])[F:19])[CH2:14][NH:23][C:24]2[CH:33]=[CH:32][CH:31]=[C:30]3[C:25]=2[CH:26]=[CH:27][C:28](=[O:34])[NH:29]3)[C:5]2[O:9][CH2:8][CH2:7][C:6]=2[CH:10]=1 |f:2.3|. Procedure details: Analogously to Example 1, the corresponding imine is produced starting from 250 mg of 4-(2,3-dihydro-5-fluoro-7-benzofuranyl)-2-hydroxy-4-methyl-2-trifluoromethyl-pentanal and 124 mg of 5-aminoquinolin-2[1H]-one. After reaction with sodium cyanoborohydride, the title compound is obtained. Starting materials: O (water), CN(C=CC(=O)C1=CC2=C(N(C=N2)C2=CC(=CC=C2)C2=NC=NC=C2)C=C1)C (5-(3-dimethylamino-1-oxo-2-propen-1-yl)-1-(3-(4-pyrimidinyl)phenyl)benzimidazole), ( 44b ), DMF-dimethylacetal. The solvent is CN(C)C=O (DMF). The product is O1N=CC=C1C1=CC2=C(N(C=N2)C2=CC(=CC=C2)C2=NC=NC=C2)C=C1 (5-(5-Isoxazolyl)-1-(3-(4-pyrimidinyl)phenyl)benzimidazole), CN(C=CC(=O)C1=CC2=C(N(C=N2)C2=CC(=CC=C2)C2=NC=NC=C2)C=C1)C (5-(3-dimethylamino-1-oxo-2-propen-1-yl)-1-(3-(4pyrimidinyl)phenyl)benzimidazole). Yield: 87.0%. As a reaction SMILES: [CH3:1][N:2]([CH3:28])[CH:3]=[CH:4][C:5]([C:7]1[CH:27]=[CH:26][C:10]2[N:11]([C:14]3[CH:19]=[CH:18][CH:17]=[C:16]([C:20]4[CH:25]=[CH:24][N:23]=[CH:22][N:21]=4)[CH:15]=3)[CH:12]=[N:13][C:9]=2[CH:8]=1)=[O:6].O>CN(C=O)C>[O:6]1[C:5]([C:7]2[CH:27]=[CH:26][C:10]3[N:11]([C:14]4[CH:19]=[CH:18][CH:17]=[C:16]([C:20]5[CH:25]=[CH:24][N:23]=[CH:22][N:21]=5)[CH:15]=4)[CH:12]=[N:13][C:9]=3[CH:8]=2)=[CH:4][CH:3]=[N:2]1.[CH3:28][N:2]([CH3:1])[CH:3]=[CH:4][C:5]([C:7]1[CH:27]=[CH:26][C:10]2[N:11]([C:14]3[CH:19]=[CH:18][CH:17]=[C:16]([C:20]4[CH:25]=[CH:24][N:23]=[CH:22][N:21]=4)[CH:15]=3)[CH:12]=[N:13][C:9]=2[CH:8]=1)=[O:6]. Procedure: 5-(5-Isoxazolyl)-1-(3-(4-pyrimidinyl)phenyl)benzimidazole (45a) was prepared as follows: 5-(3-dimethylamino-1-oxo-2-propen-1-yl)-1-(3-(4-pyrimidinyl)phenyl)benzimidazole: (44b) (314 mg) was reacted with DMF-dimethylacetal (1.5 ml) under argon in DMF (3 ml) at 120° C. for 5 hours. After cooling to the mixture was poured into water and extracted with ethyl acetate. The organic phase was washed with brine, dried, and concentrated under reduced pressure. The residue was purified by column-chromatogr... Starting materials: O=C(c1ncc[nH]1)c1ncc[nH]1, C1CCOC1, CN(CCCN)c1ccccc1, CC(C)Cn1ncc2cc(Oc3ccc(F)cc3)c(C(N)=O)cc21. The product is CC(C)Cn1ncc2cc(Oc3ccc(F)cc3)c(C(=O)NCCCN(C)c3ccccc3)cc21. As a reaction SMILES: [C:25]([c:26]1[nH:27][cH:28][cH:29][n:30]1)([c:31]1[nH:32][cH:33][cH:34][n:35]1)=[O:36].[CH2:49]1[O:50][CH2:51][CH2:52][CH2:53]1.[CH3:37][N:38]([CH2:39][CH2:40][CH2:41][NH2:42])[c:43]1[cH:44][cH:45][cH:46][cH:47][cH:48]1.[F:1][c:2]1[cH:3][cH:4][c:5]([O:6][c:7]2[cH:8][c:9]3[cH:10][n:11][n:12]([CH2:19][CH:20]([CH3:21])[CH3:22])[c:13]3[cH:14][c:15]2[C:16](=[O:17])[NH2:18])[cH:23][cH:24]1>>[F:1][c:2]1[cH:3][cH:4][c:5]([O:6][c:7]2[cH:8][c:9]3[cH:10][n:11][n:12]([CH2:19][CH:20]([CH3:21])[CH3:22])[c:13]3[cH:14][c:15]2[C:16](=[O:17])[NH:18][CH2:41][CH2:40][CH2:39][N:38]([CH3:37])[c:43]2[cH:44][cH:45][cH:46][cH:47][cH:48]2)[cH:23][cH:24]1. The reactants are NCC[C@@H](CO)O ((S)-4-aminobutane-1,2-diol), CC1(C=2C=CC(=CC2C(CC1)(C)C)C=1N=C(SC1)N1CCC(CC1)=O)C (1-[4-(5,5,8,8-tetramethyl-5,6,7,8-tetrahydronaphthalen-2-yl)thiazol-2-yl]piperidin-4-one), Cl (hydrochloride). Yields the product CC1(C=2C=CC(=CC2C(CC1)(C)C)C=1N=C(SC1)N1CCC(CC1)NCC[C@@H](CO)O)C ((S)-4-{1-[4-(5,5,8,8-tetramethyl-5,6,7,8-tetrahydronaphthalen-2-yl)thiazol-2-yl]piperidin-4-ylamino}butane-1,2-diol). As a reaction SMILES: [NH2:1][CH2:2][CH2:3][C@H:4]([OH:7])[CH2:5][OH:6].[CH3:8][C:9]1([CH3:33])[CH2:18][CH2:17][C:16]([CH3:20])([CH3:19])[C:15]2[CH:14]=[C:13]([C:21]3[N:22]=[C:23]([N:26]4[CH2:31][CH2:30][C:29](=O)[CH2:28][CH2:27]4)[S:24][CH:25]=3)[CH:12]=[CH:11][C:10]1=2.Cl>>[CH3:8][C:9]1([CH3:33])[CH2:18][CH2:17][C:16]([CH3:19])([CH3:20])[C:15]2[CH:14]=[C:13]([C:21]3[N:22]=[C:23]([N:26]4[CH2:31][CH2:30][CH:29]([NH:1][CH2:2][CH2:3][C@H:4]([OH:7])[CH2:5][OH:6])[CH2:28][CH2:27]4)[S:24][CH:25]=3)[CH:12]=[CH:11][C:10]1=2. Procedure details: The preparation is carried out analogously starting from 22 mg (0.21 mmol) of (S)-4-aminobutane-1,2-diol and 80 mg (0.21 mmol) of 1-[4-(5,5,8,8-tetramethyl-5,6,7,8-tetrahydronaphthalen-2-yl)thiazol-2-yl]piperidin-4-one. The product is in the form of the hydrochloride.